From a dataset of the Open Reaction Database (ORD), a public repository of structured organic reaction records. describe an organic reaction: reactants, conditions, products, and yield The reactants are COC=1C=CC2=C(CCN(C(N2)=O)C2CCNCC2)C1 (7-methoxy-3-piperidin-4-yl-1,3,4,5-tetrahydro-1,3-benzodiazepin-2-one), CCN(C(C)C)C(C)C (DIPEA), ClC1=NC=NC(=N1)Cl (2,4-dichloro-[1,3,5]triazine). The solvent is C(C)O (ethanol). Conditions: time 8 hour. Product: ClC1=NC(=NC=N1)N1CCC(CC1)N1C(NC2=C(CC1)C=C(C=C2)OC)=O (3-[1-(4-chloro-[1,3,5]triazin-2-yl)-piperidin-4-yl]-7-methoxy-1,3,4,5-tetrahydro-1,3-benzodiazepin-2-one). Reaction SMILES: [CH3:1][O:2][C:3]1[CH:4]=[CH:5][C:6]2[NH:12][C:11](=[O:13])[N:10]([CH:14]3[CH2:19][CH2:18][NH:17][CH2:16][CH2:15]3)[CH2:9][CH2:8][C:7]=2[CH:20]=1.CCN(C(C)C)C(C)C.[Cl:30][C:31]1[N:36]=[C:35](Cl)[N:34]=[CH:33][N:32]=1>C(O)C>[Cl:30][C:31]1[N:36]=[CH:35][N:34]=[C:33]([N:17]2[CH2:18][CH2:19][CH:14]([N:10]3[CH2:9][CH2:8][C:7]4[CH:20]=[C:3]([O:2][CH3:1])[CH:4]=[CH:5][C:6]=4[NH:12][C:11]3=[O:13])[CH2:15][CH2:16]2)[N:32]=1. Procedure: 1.84 g (6.67 mmol) 7-methoxy-3-piperidin-4-yl-1,3,4,5-tetrahydro-1,3-benzodiazepin-2-one and 4.54 mL (26.7 mmol) DIPEA were placed in 50 mL ethanol. 1.00 g (6.67 mmol) 2,4-dichloro-[1,3,5]triazine were added and the reaction mixture was stirred overnight at RT. The precipitated solid was suction filtered and dried, The reactants are O=c1[nH]c(-c2ccc(OCCCOc3c(Cl)cc(OCC=C(Cl)Cl)cc3Cl)cc2)no1, O=P(Cl)(Cl)Cl, c1ccncc1. Yields the product ClC(Cl)=CCOc1cc(Cl)c(OCCCOc2ccc(-c3noc(Cl)n3)cc2)c(Cl)c1. As a reaction SMILES: [Cl:1][c:2]1[c:3]([O:4][CH2:5][CH2:6][CH2:7][O:8][c:9]2[cH:10][cH:11][c:12](-[c:15]3[n:16][o:17][c:18](=[O:20])[nH:19]3)[cH:13][cH:14]2)[c:21]([Cl:31])[cH:22][c:23]([O:25][CH2:26][CH:27]=[C:28]([Cl:29])[Cl:30])[cH:24]1.[P:32]([Cl:33])([Cl:34])([Cl:35])=[O:36].[cH:37]1[cH:38][cH:39][n:40][cH:41][cH:42]1>>[Cl:1][c:2]1[c:3]([O:4][CH2:5][CH2:6][CH2:7][O:8][c:9]2[cH:10][cH:11][c:12](-[c:15]3[n:16][o:17][c:18]([Cl:34])[n:19]3)[cH:13][cH:14]2)[c:21]([Cl:31])[cH:22][c:23]([O:25][CH2:26][CH:27]=[C:28]([Cl:29])[Cl:30])[cH:24]1. Product: OC(C(=O)OCC)C=1N=C(SC1)NS(=O)(=O)C (ethyl 2-hydroxy-2-(2-mesylamino-1,3-thiazol-4-yl)acetate). The reactants are S(=O)(=O)(C)NC=1SC=C(N1)C(C(=O)OCC)=O (ethyl 2-(2-mesylamino-1,3-thiazol-4-yl)glyoxylate), S(=O)(=O)(C)N=C1SC=C(N1)C(C(=O)OCC)=O (ethyl 2-(2-mesylimino-2,3-dihydro-1,3-thiazol-4-yl)glyoxylate), [BH4-].[Na+] (sodium borohydride). The solvent is C(C)O (ethanol). As a reaction SMILES: [S:1]([NH:5][C:6]1[S:7][CH:8]=[C:9]([C:11](=[O:17])[C:12]([O:14][CH2:15][CH3:16])=[O:13])[N:10]=1)([CH3:4])(=[O:3])=[O:2].[BH4-].[Na+]>C(O)C>[OH:17][CH:11]([C:9]1[N:10]=[C:6]([NH:5][S:1]([CH3:4])(=[O:2])=[O:3])[S:7][CH:8]=1)[C:12]([O:14][CH2:15][CH3:16])=[O:13] |f:1.2|. Reported procedure: To a mixture of ethyl 2-(2-mesylamino-1,3-thiazol-4-yl)glyoxylate, which can be represented as ethyl 2-(2-mesylimino-2,3-dihydro-1,3-thiazol-4-yl)glyoxylate, (3.60 g.) and ethanol (50 ml.) was added sodium borohydride (0.32 g.) under stirring and ice-cooling, and then the mixture was stirred for 40 minutes at room temperature. After the reaction, the reaction mixture was concentrated. The residue was poured into a mixture of ethyl acetate (100 ml.) and dilute hydrochloric acid, and the aqueous s... As a reaction SMILES: [C:1](=[O:2])([O-:3])[O-:4].[CH3:39][C:40]#[N:41].[Cs+:5].[Cs+:6].[N:27]1([C:31](=[O:32])[c:33]2[cH:34][n:35][c:36]([Cl:38])[s:37]2)[CH2:28][CH2:29][CH2:30]1.[OH:7][c:8]1[cH:9][c:10]([C:11](=[O:12])[NH:13][c:14]2[n:15][n:16]([CH3:19])[cH:17][cH:18]2)[cH:20][c:21]([O:23][CH:24]([CH3:25])[CH3:26])[cH:22]1>>[O:7]([c:8]1[cH:9][c:10]([C:11](=[O:12])[NH:13][c:14]2[n:15][n:16]([CH3:19])[cH:17][cH:18]2)[cH:20][c:21]([O:23][CH:24]([CH3:25])[CH3:26])[cH:22]1)[c:36]1[n:35][cH:34][c:33]([C:31]([N:27]2[CH2:28][CH2:29][CH2:30]2)=[O:32])[s:37]1. The reactants are O=C([O-])[O-], CC#N, [Cs+], [Cs+], O=C(c1cnc(Cl)s1)N1CCC1, CC(C)Oc1cc(O)cc(C(=O)Nc2ccn(C)n2)c1. Yields the product CC(C)Oc1cc(Oc2ncc(C(=O)N3CCC3)s2)cc(C(=O)Nc2ccn(C)n2)c1. The reactants are OC1=C(C(=O)OCC)C=C(C(=C1)C(=O)OCC)O (diethyl 2,5-dihydroxyterephthalate), [H-].[Na+] (sodium hydride), ClC1=C(C=C(C=C1)S(=O)(=O)C(F)(F)F)[N+](=O)[O-] (1-chloro-2-nitro-4-trifluoromethanesulfonyl-benzene), ClC1=C(C=C(C=C1)S(=O)(=O)C(F)(F)F)[N+](=O)[O-] (1-chloro-2-nitro-4-trifluoromethanesulfonyl-benzene), ClC1=C(C=C(C=C1)S(=O)(=O)C(F)(F)F)[N+](=O)[O-] (1-chloro-2-nitro-4-trifluoromethanesulfonyl-benzene), ClC1=C(C=C(C=C1)S(=O)(=O)C(F)(F)F)[N+](=O)[O-] (1-chloro-2-nitro-4-trifluoromethanesulfonyl-benzene). The solvent is O1CCCC1 (tetrahydrofuran), C(Cl)(Cl)Cl.C(C)(C)O (chloroform isopropanol), O1CCCC1 (Tetrahydrofuran). Run at time 30 minute. The product is C(C)OC(C1=C(C=C(C(=O)OCC)C(=C1)OC1=C(C=C(C=C1)S(=O)(=O)C(F)(F)F)[N+](=O)[O-])OC1=C(C=C(C=C1)S(=O)(=O)C(F)(F)F)[N+](=O)[O-])=O (2,5-Bis-(2-nitro-4-trifluoromethanesulfonyl-phenoxy)-terephthalic acid diethyl ester). RXN SMILES: [OH:1][C:2]1[CH:12]=[C:11]([C:13]([O:15][CH2:16][CH3:17])=[O:14])[C:10]([OH:18])=[CH:9][C:3]=1[C:4]([O:6][CH2:7][CH3:8])=[O:5].[H-].[Na+].Cl[C:22]1[CH:27]=[CH:26][C:25]([S:28]([C:31]([F:34])([F:33])[F:32])(=[O:30])=[O:29])=[CH:24][C:23]=1[N+:35]([O-:37])=[O:36]>O1CCCC1.C(Cl)(Cl)Cl.C(O)(C)C>[CH2:16]([O:15][C:13](=[O:14])[C:11]1[CH:12]=[C:2]([O:1][C:22]2[CH:27]=[CH:26][C:25]([S:28]([C:31]([F:34])([F:33])[F:32])(=[O:30])=[O:29])=[CH:24][C:23]=2[N+:35]([O-:37])=[O:36])[C:3]([C:4]([O:6][CH2:7][CH3:8])=[O:5])=[CH:9][C:10]=1[O:18][C:22]1[CH:27]=[CH:26][C:25]([S:28]([C:31]([F:33])([F:34])[F:32])(=[O:30])=[O:29])=[CH:24][C:23]=1[N+:35]([O-:37])=[O:36])[CH3:17] |f:1.2,5.6|. Reported procedure: A mixture of diethyl 2,5-dihydroxyterephthalate (127 mg, 0.5 mmol) and sodium hydride (60%, 20 mg) in tetrahydrofuran (1.5 mL) was stirred at room temperature for 30 minutes followed by the addition of 1-chloro-2-nitro-4-trifluoromethanesulfonyl-benzene (75 mg, 0.26 mmol). After 45 mintues, more 1-chloro-2-nitro-4-trifluoromethanesulfonyl-benzene (63 mg, 0.22 mmol) was added. Tetrahydrofuran (1 mL) was added after each addition of 1-chloro-2-nitro-4-trifluoromethanesulfonyl-benzene. After 18 hou... Reactants: C(C)(C)(C)OC(N[C@H]1CN(CCC1)C(=O)C1=CC2=C(N(C(=N2)C2=CC=3C(=CN=CC3)N2CC)C)C=C1)=O ((R)-tert-butyl(1-(2-(1-ethyl-1H-pyrrolo[2,3-c]pyridin-2-yl)-1-methyl-1H-benzo[d]imidazole-5-carbonyl)piperidin-3-yl)carbamate), C(=O)(C(F)(F)F)O (TFA). Run in CO (methanol), ClCCl (dichloromethane). Conditions: time 2 hour. The product is N[C@H]1CN(CCC1)C(=O)C1=CC2=C(N(C(=N2)C2=CC=3C(=CN=CC3)N2CC)C)C=C1 ((R)-(3-Aminopiperidin-1-yl)(2-(1-ethyl-1H-pyrrolo[2,3-c]pyridin-2-yl)-1-methyl-1H-benzo[d]imidazol-5-yl)methanone). Isolated yield 100.6%. RXN SMILES: C(OC(=O)[NH:7][C@@H:8]1[CH2:13][CH2:12][CH2:11][N:10]([C:14]([C:16]2[CH:36]=[CH:35][C:19]3[N:20]([CH3:34])[C:21]([C:23]4[N:31]([CH2:32][CH3:33])[C:26]5=[CH:27][N:28]=[CH:29][CH:30]=[C:25]5[CH:24]=4)=[N:22][C:18]=3[CH:17]=2)=[O:15])[CH2:9]1)(C)(C)C.C(O)(C(F)(F)F)=O>ClCCl.CO>[NH2:7][C@@H:8]1[CH2:13][CH2:12][CH2:11][N:10]([C:14]([C:16]2[CH:36]=[CH:35][C:19]3[N:20]([CH3:34])[C:21]([C:23]4[N:31]([CH2:32][CH3:33])[C:26]5=[CH:27][N:28]=[CH:29][CH:30]=[C:25]5[CH:24]=4)=[N:22][C:18]=3[CH:17]=2)=[O:15])[CH2:9]1. Procedure details: To a solution of (R)-tert-butyl(1-(2-(1-ethyl-1H-pyrrolo[2,3-c]pyridin-2-yl)-1-methyl-1H-benzo[d]imidazole-5-carbonyl)piperidin-3-yl)carbamate (42 mg, 0.084 mmol) in dichloromethane (DCM) (1 mL) was added TFA (0.258 mL, 3.34 mmol) and the reaction stirred at room temperature for 2 h. The reaction mixture was concentrated in vacuo to afford a yellow oil. This was dissolved in methanol and loaded onto an SCX cartridge (5 g). It was eluted with methanol (3 column volumes) and product eluted as free... Procedure details: To a solution of 4-(3-oxo-propyl)-6-(3-trifluoromethylphenyl)-pyrimidine-2-carbonitrile (153 mg) in methanol (2 ml) was added cyclopropylamine (140 μL), acetic acid (0.12 mL), and followed by sodium triacetoxyborohydride (210 mg). The mixture was stirred at room temperature for 24 hours, then purified by preparative-HPLC. 4-(3-cyclopropylamino-propyl)-6-(3-trifluoromethylphenyl)-pyrimidine-2-carbonitrile TFA salt was isolated as a white solid (70 mg). Run at time 24 hour. Product: OC(=O)C(F)(F)F.C1(CC1)NCCCC1=NC(=NC(=C1)C1=CC(=CC=C1)C(F)(F)F)C#N (4-(3-cyclopropylamino-propyl)-6-(3-trifluoromethylphenyl)-pyrimidine-2-carbonitrile TFA salt), solid. RXN SMILES: O=[CH:2][CH2:3][CH2:4][C:5]1[CH:10]=[C:9]([C:11]2[CH:16]=[CH:15][CH:14]=[C:13]([C:17]([F:20])([F:19])[F:18])[CH:12]=2)[N:8]=[C:7]([C:21]#[N:22])[N:6]=1.[CH:23]1([NH2:26])[CH2:25][CH2:24]1.C(O)(=[O:29])C.C(O[BH-](OC(=O)C)OC(=O)C)(=O)C.[Na+].[CH3:45][OH:46]>>[OH:46][C:45]([C:17]([F:20])([F:19])[F:18])=[O:29].[CH:23]1([NH:26][CH2:2][CH2:3][CH2:4][C:5]2[CH:10]=[C:9]([C:11]3[CH:16]=[CH:15][CH:14]=[C:13]([C:17]([F:20])([F:19])[F:18])[CH:12]=3)[N:8]=[C:7]([C:21]#[N:22])[N:6]=2)[CH2:25][CH2:24]1 |f:3.4,6.7|. Reactants: C(C)(=O)O[BH-](OC(C)=O)OC(C)=O.[Na+] (sodium triacetoxyborohydride), O=CCCC1=NC(=NC(=C1)C1=CC(=CC=C1)C(F)(F)F)C#N (4-(3-oxo-propyl)-6-(3-trifluoromethylphenyl)-pyrimidine-2-carbonitrile), C1(CC1)N (cyclopropylamine), C(C)(=O)O (acetic acid), CO (methanol).